Dataset: the Open Reaction Database (ORD), a public repository of structured organic reaction records. Task: describe an organic reaction: reactants, conditions, products, and yield The reactants are C1(=CC=CC=C1)SCCOC=1C=C2CCC(NC2=CC1)=O (6-(2-phenylmercapto-ethoxy)-3,4-dihydro-carbostyril), OO (hydrogen peroxide). The product is C1(=CC=CC=C1)S(=O)CCOC=1C=C2CCC(NC2=CC1)=O (6-(2-Phenylsulfinyl-ethoxy)-3,4-dihydro-carbostyril). As a reaction SMILES: [C:1]1([S:7][CH2:8][CH2:9][O:10][C:11]2[CH:12]=[C:13]3[C:18](=[CH:19][CH:20]=2)[NH:17][C:16](=[O:21])[CH2:15][CH2:14]3)[CH:6]=[CH:5][CH:4]=[CH:3][CH:2]=1.[OH:22]O>>[C:1]1([S:7]([CH2:8][CH2:9][O:10][C:11]2[CH:12]=[C:13]3[C:18](=[CH:19][CH:20]=2)[NH:17][C:16](=[O:21])[CH2:15][CH2:14]3)=[O:22])[CH:2]=[CH:3][CH:4]=[CH:5][CH:6]=1. Reported procedure: Prepared analogous to Example 2 from 6-(2-phenylmercapto-ethoxy)-3,4-dihydro-carbostyril and hydrogen peroxide. The reactants are O=C(n1ccnc1)n1ccnc1, CN(C)C=O, O=C(O)C(O)(C(F)(F)F)C(F)(F)F, O=C=O, C1CCOC1, O, Nc1ccc(S(=O)(=O)c2ccncc2)cc1. Yields the product O=C(Nc1ccc(S(=O)(=O)c2ccncc2)cc1)C(O)(C(F)(F)F)C(F)(F)F. As a reaction SMILES: [C:14]([n:15]1[cH:16][cH:17][n:18][cH:19]1)([n:20]1[cH:21][cH:22][n:23][cH:24]1)=[O:25].[CH3:45][N:46]([CH3:47])[CH:48]=[O:49].[F:1][C:2]([C:3]([C:4](=[O:5])[OH:6])([OH:7])[C:8]([F:9])([F:10])[F:11])([F:12])[F:13].[O:26]=[C:27]=[O:28].[O:51]1[CH2:52][CH2:53][CH2:54][CH2:55]1.[OH2:50].[n:29]1[cH:30][cH:31][c:32]([S:35](=[O:36])(=[O:37])[c:38]2[cH:39][cH:40][c:41]([NH2:44])[cH:42][cH:43]2)[cH:33][cH:34]1>>[F:1][C:2]([C:3]([C:4](=[O:5])[NH:44][c:41]1[cH:40][cH:39][c:38]([S:35]([c:32]2[cH:31][cH:30][n:29][cH:34][cH:33]2)(=[O:36])=[O:37])[cH:43][cH:42]1)([OH:7])[C:8]([F:9])([F:10])[F:11])([F:12])[F:13]. Reactants: BrC=1N=C(C=2N(C1)C(=NN2)C)Cl (6-bromo-8-chloro-3-methyl-[1,2,4]triazolo[4,3-a]pyrazine), C(C)(C)N (isopropylamine). Solvent: CN1CCCC1=O (NMP), O (water). Run at temperature 80 celsius, time 2 hour. The product is BrC=1N=C(C=2N(C1)C(=NN2)C)NC(C)C (6-bromo-3-methyl-N-(propan-2-yl)-[1,2,4]triazolo[4,3-a]pyrazin-8-amine). As a reaction SMILES: [Br:1][C:2]1[N:3]=[C:4](Cl)[C:5]2[N:6]([C:8]([CH3:11])=[N:9][N:10]=2)[CH:7]=1.[CH:13]([NH2:16])([CH3:15])[CH3:14]>CN1C(=O)CCC1.O>[Br:1][C:2]1[N:3]=[C:4]([NH:16][CH:13]([CH3:15])[CH3:14])[C:5]2[N:6]([C:8]([CH3:11])=[N:9][N:10]=2)[CH:7]=1. Reported procedure: 6-bromo-8-chloro-3-methyl-[1,2,4]triazolo[4,3-a]pyrazine J-1 (30.00 g; 121.2 mmol), isopropylamine (14.30 g; 242.44 mmol) and hünigbase (17.20 g; 133.33 mmol) are dissolved in 150 ml NMP and are stirred for 2 hours at 80° C. The reaction mixture is diluted with water and extracted with EtOAc. The organic layer is separated and dried over MgSO4 and evaporated to dryness. Reactants: O (Water), C(#N)C1CN(CC1)CC(C)NC(=O)C1=CN(C2=NC=C(N=C21)C2=NN(C1=CC(=CC=C21)Cl)C)COCC[Si](C)(C)C (2-(6-Chloro-1-methyl-1H-indazol-3-yl)-5-(2-trimethylsilanyl-ethoxymethyl)-5H-pyrrolo[2,3-b]pyrazine-7-carboxylic acid [2-(3-cyano-pyrrolidin-1-yl)-1-methyl-ethyl]-amide), C(CN)N (Ethylenediamine), FC(C(=O)O)(F)F (Trifluoroacetic acid). Run in C(C)(=O)OCC (ethyl acetate), ClCCl (dichloromethane). Reaction conditions: time 2 hour. Yields the product C(#N)C1CN(CC1)CC(C)NC(=O)C1=CNC2=NC=C(N=C21)C2=NN(C1=CC(=CC=C21)Cl)C (2-(6-chloro-1-methyl-1H-indazol-3-yl)-5H-pyrrolo[2,3-b]pyrazine-7-carboxylic acid [2-(3-cyano-pyrrolidin-1-yl)-1-methyl-ethyl]-amide). The yield is 52.3%. Reaction SMILES: [C:1]([CH:3]1[CH2:7][CH2:6][N:5]([CH2:8][CH:9]([NH:11][C:12]([C:14]2[C:22]3[C:17](=[N:18][CH:19]=[C:20]([C:23]4[C:31]5[C:26](=[CH:27][C:28]([Cl:32])=[CH:29][CH:30]=5)[N:25]([CH3:33])[N:24]=4)[N:21]=3)[N:16](COCC[Si](C)(C)C)[CH:15]=2)=[O:13])[CH3:10])[CH2:4]1)#[N:2].FC(F)(F)C(O)=O.C(N)CN.O>ClCCl.C(OCC)(=O)C>[C:1]([CH:3]1[CH2:7][CH2:6][N:5]([CH2:8][CH:9]([NH:11][C:12]([C:14]2[C:22]3[C:17](=[N:18][CH:19]=[C:20]([C:23]4[C:31]5[C:26](=[CH:27][C:28]([Cl:32])=[CH:29][CH:30]=5)[N:25]([CH3:33])[N:24]=4)[N:21]=3)[NH:16][CH:15]=2)=[O:13])[CH3:10])[CH2:4]1)#[N:2]. Procedure: 2-(6-Chloro-1-methyl-1H-indazol-3-yl)-5-(2-trimethylsilanyl-ethoxymethyl)-5H-pyrrolo[2,3-b]pyrazine-7-carboxylic acid [2-(3-cyano-pyrrolidin-1-yl)-1-methyl-ethyl]-amide (37 mg, 0.062 mmol) was dissolved in dichloromethane (0.8 ml) and cooled in ice bath. Trifluoroacetic acid (0.4 ml) was slowly added and the reaction was stirred at room temperature for 2 h. The reaction was evaporated and the residue was dissolved in dichloromethane (1.2 ml). Ethylenediamine (0.25 ml, 3.7 mmol) was added and the... Reactants: ice water, COC1=C(C=O)C(=C(C(=C1C)C)OC)C (2,5-dimethoxy-3,4,6-trimethylbenzaldehyde), C(C(=O)C)(=O)[O-].[Na+] (sodium pyruvate), [OH-].[K+] (potassium hydroxide). Solvent: CO (methanol). Product: COC1=C(C(=C(C(=C1C)C)OC)C)C=CC(C(=O)O)=O (4-(2',5'-dimethoxy-3',4',6'-trimethylphenyl)-2-keto-3-butenoic acid). The yield is 100.0%. As a reaction SMILES: [CH3:1][O:2][C:3]1[C:10]([CH3:11])=[C:9]([CH3:12])[C:8]([O:13][CH3:14])=[C:7]([CH3:15])[C:4]=1[CH:5]=O.[C:16]([O-:21])(=[O:20])[C:17]([CH3:19])=[O:18].[Na+].[OH-].[K+]>CO>[CH3:1][O:2][C:3]1[C:10]([CH3:11])=[C:9]([CH3:12])[C:8]([O:13][CH3:14])=[C:7]([CH3:15])[C:4]=1[CH:5]=[CH:19][C:17](=[O:18])[C:16]([OH:21])=[O:20] |f:1.2,3.4|. Reported procedure: A suspension of 3.7 g (17.6 mmol) of 2,5-dimethoxy-3,4,6-trimethylbenzaldehyde and 5.0 g (53.2 mmol) of sodium pyruvate in 20 ml of methanol is treated with 0.1 g (1.8 mmol) of potassium hydroxide and the mixture is subsequently heated at reflux for 5 hours, whereby a yellow solution is obtained. The reaction mixture is poured on to ice-water and the resulting 4-(2',5'-dimethoxy-3',4',6'-trimethyphenyl)-2-keto-3-butenoic acid is precipitated by the addition of sulphuric acid while stirring. The ...